Dataset: the Open Reaction Database (ORD), a public repository of structured organic reaction records. Task: describe an organic reaction: reactants, conditions, products, and yield Solvent: C(C)O (ethanol). Yield: 45.9%. Reported procedure: Reference: Riley, T. A.; Hennen, W. J.; Dalley, N. K.; Wilson, B. E.; J. Heterocyclic Chem., 1987, 24, 955-964. Heat a mixture of cyclopropylcarbamidine hydrochloride (2.05 g, 17 mmol), (E)-4-ethoxy-2-oxo-but-3-enoic acid ethyl ester (4.39 g, 25.5 mmol), ethanol (12 mL), and sodium ethoxide (1.16 g, 17 mmol) in a microwave at 140° C. for 20 min. Concentrate the reaction mixture under reduced pressure and partition the residue between ethyl acetate and brine. Separate the organic layer and concen... Starting materials: Heterocyclic, C1CC1C(=N)N.Cl (cyclopropylcarbamidine hydrochloride), C(C)OC(C(\C=C\OCC)=O)=O ((E)-4-ethoxy-2-oxo-but-3-enoic acid ethyl ester), [O-]CC.[Na+] (sodium ethoxide). RXN SMILES: [CH2:1]1[CH:3]([C:4]([NH2:6])=[NH:5])[CH2:2]1.Cl.[CH2:8]([O:10][C:11](=[O:19])[C:12](=O)/[CH:13]=[CH:14]/OCC)[CH3:9].[O-]CC.[Na+]>C(O)C>[CH2:8]([O:10][C:11]([C:12]1[CH:13]=[CH:14][N:6]=[C:4]([CH:3]2[CH2:2][CH2:1]2)[N:5]=1)=[O:19])[CH3:9] |f:0.1,3.4|. Product: C(C)OC(=O)C1=NC(=NC=C1)C1CC1 (2-cyclopropyl-pyrimidine-4-carboxylic acid ethyl ester). The product is COc1ccc(CNc2c(F)cc(C#N)cc2F)cc1. Starting materials: CCN(C(C)C)C(C)C, COc1ccc(CN)cc1, CC#N, N#Cc1cc(F)c(F)c(F)c1. As a reaction SMILES: [CH2:12]([N:13]([CH:14]([CH3:15])[CH3:16])[CH:17]([CH3:18])[CH3:19])[CH3:20].[CH3:21][O:22][c:23]1[cH:24][cH:25][c:26]([CH2:27][NH2:28])[cH:29][cH:30]1.[CH3:31][C:32]#[N:33].[F:1][c:2]1[cH:3][c:4]([C:5]#[N:6])[cH:7][c:8]([F:11])[c:9]1[F:10]>>[F:1][c:2]1[cH:3][c:4]([C:5]#[N:6])[cH:7][c:8]([F:11])[c:9]1[NH:28][CH2:27][c:26]1[cH:25][cH:24][c:23]([O:22][CH3:21])[cH:30][cH:29]1. The reactants are N1(CCCCC1)C1=CC=C(C=C1)C(C)=O (1-(4-piperidin-1-yl-phenyl)-ethanone), CC=1N=C(SC1C(C)=O)C=1SC=CC1 (1-(4-methyl-2-thiophen-2-yl-thiazol-5-yl)-ethanone), N (NH3). Product: C[C@H]1N(CCC1)CCC=1C=C2C=CC(=NC2=CC1)C1=CC=C(C=C1)N1CCCCC1 (6-[2-((2R)-2-Methyl-pyrrolidin-1-yl)-ethyl]-2-(4-piperidin-1-yl-phenyl)-quinoline). Reaction SMILES: [N:1]1([C:7]2[CH:12]=[CH:11][C:10]([C:13](=O)[CH3:14])=[CH:9][CH:8]=2)[CH2:6][CH2:5][CH2:4][CH2:3][CH2:2]1.[CH3:16][C:17]1[N:18]=[C:19]([C:25]2S[CH:27]=[CH:28][CH:29]=2)S[C:21]=1[C:22](=O)[CH3:23].[NH3:30]>>[CH3:16][C@@H:17]1[CH2:21][CH2:22][CH2:23][N:18]1[CH2:19][CH2:25][C:29]1[CH:9]=[C:10]2[C:13](=[CH:27][CH:28]=1)[N:30]=[C:13]([C:10]1[CH:11]=[CH:12][C:7]([N:1]3[CH2:6][CH2:5][CH2:4][CH2:3][CH2:2]3)=[CH:8][CH:9]=1)[CH:14]=[CH:11]2. Procedure: The title compound was prepared using the procedure described in Example 1G using 1-(4-piperidin-1-yl-phenyl)-ethanone for 1-(4-methyl-2-thiophen-2-yl-thiazol-5-yl)-ethanone. 1H NMR (300 MHz, CDCl3) δ 1.14 (d, J=5.42 Hz, 3H), 1.70 (m, 10H), 2.24 (m, 1H), 2.39 (m, 2H), 3.01 (m, 2H), 3.14 (m, 1H), 3.29 (m, 5H), 7.04 (d, J=8.81 Hz, 2H), 7.56 (dd, J=8.48, 2.03 Hz, 1H), 7.59 (s, 1H), 7.80 (d, J=8.48 Hz, 1H), 8.01–8.10 (m, 4H); MS (DCI-NH3) [M+H]+ at 400. The reactants are CC(=O)OC(C)=O, CC(=O)O, Nc1ccc(-c2ccc(C(=O)O)c(=O)[nH]2)cc1. Product: CC(=O)Nc1ccc(-c2ccc(C(=O)O)c(=O)[nH]2)cc1. As a reaction SMILES: [CH3:18][C:19](=[O:20])[O:21][C:22](=[O:23])[CH3:24].[CH3:25][C:26](=[O:27])[OH:28].[NH2:1][c:2]1[cH:3][cH:4][c:5](-[c:8]2[nH:9][c:10](=[O:17])[c:11]([C:12](=[O:13])[OH:14])[cH:15][cH:16]2)[cH:6][cH:7]1>>[NH:1]([c:2]1[cH:3][cH:4][c:5](-[c:8]2[nH:9][c:10](=[O:17])[c:11]([C:12](=[O:13])[OH:14])[cH:15][cH:16]2)[cH:6][cH:7]1)[C:19]([CH3:18])=[O:20]. Reported procedure: A suspension of 2-(2-(1-phenylvinyl)quinolin-8-yl)-6,7-dihydro-1H-pyrrolo[3,2-c]pyridin-4(5H)-one (Example 113; 102.4 mg, 0.280 mmol) and palladium on carbon (10% w/w; 59.6 mg, 0.056 mmol) in MeOH (3.0 mL) was cycled under a H2 gas atmosphere (1 atm; 3 evacuation/H2 back-fill cycles) and then stirred at 25° C. for 1 d. The mixture was filtered through Celite, washing the filter cake with MeOH (10 mL). The combined filtrates were concentrated in vacuo to provide rac-2-(2-(1-phenylethyl)quinolin-8... Reaction SMILES: [C:1]1([C:7]([C:9]2[CH:18]=[CH:17][C:16]3[C:11](=[C:12]([C:19]4[NH:27][C:26]5[CH2:25][CH2:24][NH:23][C:22](=[O:28])[C:21]=5[CH:20]=4)[CH:13]=[CH:14][CH:15]=3)[N:10]=2)=[CH2:8])[CH:6]=[CH:5][CH:4]=[CH:3][CH:2]=1>[Pd].CO>[C:1]1([CH:7]([C:9]2[CH:18]=[CH:17][C:16]3[C:11](=[C:12]([C:19]4[NH:27][C:26]5[CH2:25][CH2:24][NH:23][C:22](=[O:28])[C:21]=5[CH:20]=4)[CH:13]=[CH:14][CH:15]=3)[N:10]=2)[CH3:8])[CH:6]=[CH:5][CH:4]=[CH:3][CH:2]=1. Starting materials: C1(=CC=CC=C1)C(=C)C1=NC2=C(C=CC=C2C=C1)C1=CC=2C(NCCC2N1)=O (2-(2-(1-phenylvinyl)quinolin-8-yl)-6,7-dihydro-1H-pyrrolo[3,2-c]pyridin-4(5H)-one). The solvent is CO (MeOH). Reagents/catalysts: [Pd] (palladium on carbon). Product: C1(=CC=CC=C1)C(C)C1=NC2=C(C=CC=C2C=C1)C1=CC=2C(NCCC2N1)=O (rac-2-(2-(1-phenylethyl)quinolin-8-yl)-6,7-dihydro-1H-pyrrolo[3,2-c]pyridin-4(5H)-one). Reaction conditions: temperature 25 celsius, time 1 day. Isolated yield 78.6%. Reactants: C1COCCO1, CC(Nc1cc(Cl)cc(Cl)n1)c1ccc(F)cc1, [K+], [K+], [K+], Nc1cnccn1, O=P([O-])([O-])[O-]. The product is CC(Nc1cc(Cl)cc(Nc2cnccn2)n1)c1ccc(F)cc1. Reaction SMILES: [CH2:34]1[O:35][CH2:36][CH2:37][O:38][CH2:39]1.[Cl:1][c:2]1[cH:3][c:4]([NH:9][CH:10]([CH3:11])[c:12]2[cH:13][cH:14][c:15]([F:18])[cH:16][cH:17]2)[n:5][c:6]([Cl:8])[cH:7]1.[K+:31].[K+:32].[K+:33].[NH2:19][c:20]1[n:21][cH:22][cH:23][n:24][cH:25]1.[P:26]([O-:27])([O-:28])([O-:29])=[O:30]>>[Cl:1][c:2]1[cH:3][c:4]([NH:9][CH:10]([CH3:11])[c:12]2[cH:13][cH:14][c:15]([F:18])[cH:16][cH:17]2)[n:5][c:6]([NH:19][c:20]2[n:21][cH:22][cH:23][n:24][cH:25]2)[cH:7]1. The reactants are C(C)(C)N1N=C(N=C1C=1N=C2N(CCOC3=C2C=CC(=C3)CCC(=O)OC)C1)C (Methyl 3-(2-(1-isopropyl-3-methyl-1H-1,2,4-triazol-5-yl)-5,6-dihydrobenzo[f]imidazo[1,2-d][1,4]oxazepin-9-yl)propanoate), [OH-].[Li+] (lithium hydroxide). Product: C(C)(C)N1N=C(N=C1C=1N=C2N(CCOC3=C2C=CC(=C3)CCC(=O)O)C1)C (3-(2-(1-isopropyl-3-methyl-1H-1,2,4-triazol-5-yl)-5,6-dihydrobenzo[f]imidazo[1,2-d][1,4]oxazepin-9-yl)propanoic acid). Reaction SMILES: [CH:1]([N:4]1[C:8]([C:9]2[N:10]=[C:11]3[C:17]4[CH:18]=[CH:19][C:20]([CH2:22][CH2:23][C:24]([O:26]C)=[O:25])=[CH:21][C:16]=4[O:15][CH2:14][CH2:13][N:12]3[CH:28]=2)=[N:7][C:6]([CH3:29])=[N:5]1)([CH3:3])[CH3:2].[OH-].[Li+]>>[CH:1]([N:4]1[C:8]([C:9]2[N:10]=[C:11]3[C:17]4[CH:18]=[CH:19][C:20]([CH2:22][CH2:23][C:24]([OH:26])=[O:25])=[CH:21][C:16]=4[O:15][CH2:14][CH2:13][N:12]3[CH:28]=2)=[N:7][C:6]([CH3:29])=[N:5]1)([CH3:3])[CH3:2] |f:1.2|. Procedure details: Methyl 3-(2-(1-isopropyl-3-methyl-1H-1,2,4-triazol-5-yl)-5,6-dihydrobenzo[f]imidazo[1,2-d][1,4]oxazepin-9-yl)propanoate was treated with lithium hydroxide to give 3-(2-(1-isopropyl-3-methyl-1H-1,2,4-triazol-5-yl)-5,6-dihydrobenzo[f]imidazo[1,2-d][1,4]oxazepin-9-yl)propanoic acid. M/z 382.2, calc. 381.18. Starting materials: C(C=C)OC(=O)Cl (allylchloroformate), C=1C=CC2=C(C1)C(=O)OC2(C=3C=CC(=CC3)O)C=4C=CC(=CC4)O (phenolphthalein), Cl (hydrochloric acid), [Na][Na].P(=O)(O)(O)CNCC(=O)O (disodium N-phosphonomethylglycine), [OH-].[Na+] (sodium hydroxide), crude product. The solvent is O (water). Product: O.O.O.C(C=C)OC(=O)N(CC(=O)O)CP(=O)(O)O (N-allyloxycarbonyl-N-phosphonomethylglycine trihydrate). Isolated yield 57.0%. Reaction SMILES: [Na][Na].[P:3]([CH2:7][NH:8][CH2:9][C:10]([OH:12])=[O:11])([OH:6])([OH:5])=[O:4].[CH2:13]([O:16][C:17](Cl)=[O:18])[CH:14]=[CH2:15].[OH-].[Na+].C1C=CC2C(C3C=CC(O)=CC=3)(C3C=CC(O)=CC=3)OC(=[O:29])C=2C=1.Cl>O>[OH2:4].[OH2:16].[OH2:29].[CH2:13]([O:16][C:17]([N:8]([CH2:7][P:3]([OH:6])([OH:5])=[O:4])[CH2:9][C:10]([OH:12])=[O:11])=[O:18])[CH:14]=[CH2:15] |f:0.1,3.4,8.9.10.11|. Procedure: To a stirred solution containing 10.7 g (0.05 mol) of disodium-N-phosphonomethylglycine in water at a temperature of 10°-15° C. was slowly added 6.6 g (0.055 mol) of allylchloroformate. While maintaining the temperature below 20° C., a 50% sodium hydroxide solution was slowly added to the reaction mixture until the pH of the resulting mixture stabilized at a phenolphthalein endpoint. While maintaining the temperature of the reaction mixture below 10° C., the reaction mixture was acidified using ...